From a dataset of the Open Reaction Database (ORD), a public repository of structured organic reaction records. describe an organic reaction: reactants, conditions, products, and yield Reactants: CC(=O)O, COC(=O)c1cn2c3c(c(Cl)ccc3c1=O)CCN2C, Cl. Yields the product CN1CCc2c(Cl)ccc3c(=O)c(C(=O)O)cn1c23. Reaction SMILES: [CH3:22][C:23](=[O:24])[OH:25].[Cl:1][c:2]1[c:3]2[c:8]3[n:7]([cH:14][c:13]([C:15](=[O:16])[O:17][CH3:18])[c:12](=[O:19])[c:9]3[cH:10][cH:11]1)[N:6]([CH3:20])[CH2:5][CH2:4]2.[ClH:21]>>[Cl:1][c:2]1[c:3]2[c:8]3[n:7]([cH:14][c:13]([C:15](=[O:16])[OH:17])[c:12](=[O:19])[c:9]3[cH:10][cH:11]1)[N:6]([CH3:20])[CH2:5][CH2:4]2. Reactants: OC=1C=CC2=C(C(N=C(S2)C2=NC=CC=C2)=O)C1 (6-hydroxy-2-(2-pyridyl)-4H-1,3-benzothiazine-4-one), C(C(C)C)Br (isobutyl bromide), C([O-])([O-])=O.[K+].[K+] (potassium carbonate), CN(C)C=O (DMF). Run in O (water). Reaction conditions: time 15 hour. Product: C(C(C)C)OC=1C=CC2=C(C(N=C(S2)C2=NC=CC=C2)=O)C1 (6-Isobutoxy-2-(2-pyridyl)-4H-1,3-benzothiazine-4-one). The yield is 19.7%. Reaction SMILES: [OH:1][C:2]1[CH:3]=[CH:4][C:5]2[S:10][C:9]([C:11]3[CH:16]=[CH:15][CH:14]=[CH:13][N:12]=3)=[N:8][C:7](=[O:17])[C:6]=2[CH:18]=1.[CH2:19](Br)[CH:20]([CH3:22])[CH3:21].C(=O)([O-])[O-].[K+].[K+].CN(C=O)C>O>[CH2:19]([O:1][C:2]1[CH:3]=[CH:4][C:5]2[S:10][C:9]([C:11]3[CH:16]=[CH:15][CH:14]=[CH:13][N:12]=3)=[N:8][C:7](=[O:17])[C:6]=2[CH:18]=1)[CH:20]([CH3:22])[CH3:21] |f:2.3.4|. Reported procedure: A mixture of 6-hydroxy-2-(2-pyridyl)-4H-1,3-benzothiazine-4-one (0.35 g, 1.3 mmol), isobutyl bromide (0.64 g, 4.6 mmol) and potassium carbonate (0.57 g, 4.1 mmol) and DMF (10 ml) was stirred at room temperature for 15 hrs. The reaction mixture was diluted with water and extracted with ethyl acetate. The extract was washed with water and dried. The solvent was evaporated. The residue was subjected to a silica gel column chromatography and eluted with hexane-ethyl acetate (2:1, v/v). The obtained ... The reactants are N1=CNC2=C1C=CC=C2 (benzimidazole), O1CCCC1 (tetrahydrofuran), [H-].[Na+] (Sodium hydride). The solvent is CO (methanol), C(C)(=O)OCC (ethyl acetate). Conditions: time 20 minute. Product: N1(C=NC2=C1C=CC=C2)CCO (2-(1H-Benzimidazol-1-yl)ethanol). As a reaction SMILES: [N:1]1[C:5]2[CH:6]=[CH:7][CH:8]=[CH:9][C:4]=2[NH:3][CH:2]=1.[O:10]1CC[CH2:12][CH2:11]1.[H-].[Na+]>CO.C(OCC)(=O)C>[N:1]1([CH2:12][CH2:11][OH:10])[C:5]2[CH:6]=[CH:7][CH:8]=[CH:9][C:4]=2[N:3]=[CH:2]1 |f:2.3|. Reported procedure: To a flask were added 2.3 g benzimidazole and 40 ml tetrahydrofuran and the mixture was cooled to 10 C under nitrogen. 1.0 g Sodium hydride were added in portions and the reaction mixture was stirred for 20 minutes. 4.0 g 2-Todoethanol were added and the mixture was heated to 50 C for 16 hours. The mixture was quenched slowly with 50 ml water, extracted twice with ethyl acetate and dried over sodium sulfate. Following filtration and solvent removal, the product was purified by silica gel chromat... Starting materials: CCOC(=O)Cc1cc(F)cc(Br)c1, O=C1CN(C(c2ccccc2)c2ccccc2)C1. Yields the product CCOC(=O)C(c1cc(F)cc(Br)c1)C1(O)CN(C(c2ccccc2)c2ccccc2)C1. Reaction SMILES: [Br:1][c:2]1[cH:3][c:4]([CH2:9][C:10](=[O:11])[O:12][CH2:13][CH3:14])[cH:5][c:6]([F:8])[cH:7]1.[c:15]1([CH:21]([N:22]2[CH2:23][C:24](=[O:26])[CH2:25]2)[c:27]2[cH:28][cH:29][cH:30][cH:31][cH:32]2)[cH:16][cH:17][cH:18][cH:19][cH:20]1>>[Br:1][c:2]1[cH:3][c:4]([CH:9]([C:10](=[O:11])[O:12][CH2:13][CH3:14])[C:24]2([OH:26])[CH2:23][N:22]([CH:21]([c:15]3[cH:16][cH:17][cH:18][cH:19][cH:20]3)[c:27]3[cH:28][cH:29][cH:30][cH:31][cH:32]3)[CH2:25]2)[cH:5][c:6]([F:8])[cH:7]1. The product is COC(=O)c1cccc(OC)c1OS(=O)(=O)NC(=O)Nc1nc(C)cc(Cl)n1. Starting materials: ClCCl, COC(=O)c1cccc(OC)c1OS(=O)(=O)N=C=O, Cc1cc(Cl)nc(N)n1. Reaction SMILES: [CH2:29]([Cl:30])[Cl:31].[CH3:1][O:2][C:3]([c:4]1[c:5]([O:12][S:13](=[O:14])(=[O:15])[N:16]=[C:17]=[O:18])[c:6]([O:10][CH3:11])[cH:7][cH:8][cH:9]1)=[O:19].[CH3:20][c:21]1[cH:22][c:23]([Cl:24])[n:25][c:26]([NH2:27])[n:28]1>>[CH3:1][O:2][C:3]([c:4]1[c:5]([O:12][S:13](=[O:14])(=[O:15])[NH:16][C:17](=[O:18])[NH:27][c:26]2[n:25][c:23]([Cl:24])[cH:22][c:21]([CH3:20])[n:28]2)[c:6]([O:10][CH3:11])[cH:7][cH:8][cH:9]1)=[O:19].